From a dataset of the Open Reaction Database (ORD), a public repository of structured organic reaction records. describe an organic reaction: reactants, conditions, products, and yield The reactants are NC1=C(C=C(C=C1C(F)(F)F)C1CO1)Cl ((4-amino-3-chloro-5-trifluoromethyl-phenyl)-ethylene oxide), C(C)(C)(C)N (tert-butylamine). The solvent is C(C)O (ethanol). Yields the product NC1=C(C=C(C=C1C(F)(F)F)C(CO)NC(C)(C)C)Cl (2-(4-amino-3-chloro-5-trifluoromethylphenyl)-2-tert-butylaminoethanol). The yield is 20.0%. As a reaction SMILES: [NH2:1][C:2]1[C:7]([C:8]([F:11])([F:10])[F:9])=[CH:6][C:5]([CH:12]2[O:14][CH2:13]2)=[CH:4][C:3]=1[Cl:15].[C:16]([NH2:20])([CH3:19])([CH3:18])[CH3:17]>C(O)C>[NH2:1][C:2]1[C:7]([C:8]([F:11])([F:10])[F:9])=[CH:6][C:5]([CH:12]([NH:20][C:16]([CH3:19])([CH3:18])[CH3:17])[CH2:13][OH:14])=[CH:4][C:3]=1[Cl:15]. Procedure details: 5.2 g (0.022 mol) of (4-amino-3-chloro-5-trifluoromethyl-phenyl)-ethylene oxide was dissolved in 26 ml of anhydrous ethanol and treated with 5.1 ml (0.049 mol) of tert-butylamine. The mixture was refluxed for 13 h, and then evaporated. The residue was extracted with 2N hydrochloric acid for several times. Aqueous layers were combined and extracted with toluene and treated with activated carbon. The pH was adjusted to 10 with 20% sodium hydroxide solution. The precipitate was collected by filtrat...